Dataset: the Open Reaction Database (ORD), a public repository of structured organic reaction records. Task: describe an organic reaction: reactants, conditions, products, and yield Reactants: [Li]CCCC, COCCOC, Cc1cc(C)nc(S(=O)(=O)F)n1, Cc1cccc(Cl)c1N. Yields the product Cc1cc(C)nc(S(=O)(=O)Nc2c(C)cccc2Cl)n1. Reaction SMILES: [CH2:10]([Li:11])[CH2:12][CH2:13][CH3:14].[CH2:27]([CH2:28][O:29][CH3:30])[O:31][CH3:32].[CH3:15][c:16]1[n:17][c:18]([S:23](=[O:24])(=[O:25])[F:26])[n:19][c:20]([CH3:22])[cH:21]1.[Cl:1][c:2]1[c:3]([NH2:4])[c:5]([CH3:9])[cH:6][cH:7][cH:8]1>>[Cl:1][c:2]1[c:3]([NH:4][S:23]([c:18]2[n:17][c:16]([CH3:15])[cH:21][c:20]([CH3:22])[n:19]2)(=[O:24])=[O:25])[c:5]([CH3:9])[cH:6][cH:7][cH:8]1. Reactants: C=1(C(=CC=CC1)C(=O)CN1C(C(CNC2=C1C=C(C=C2)C)NC(=O)NC2=CC(=CC=C2)C(=O)OCC)=O)C (1-[1-(2-toluoylmethyl)-2-oxo-8-methyl-1,3,4,5-tetrahydro-2H-1,5-benzodiazepin-3-yl]-3-(3-ethoxycarbonylphenyl)urea), ClCC(C(=O)Cl)(C)C (chloropivaloyl chloride), N1=CC=CC=C1 (pyridine). The solvent is ClCCCl (1,2-dichloroethane). The product is C=1(C(=CC=CC1)C(=O)CN1C(C(CN(C2=C1C=C(C=C2)C)C(C(CCl)(C)C)=O)NC(=O)NC2=CC(=CC=C2)C(=O)OCC)=O)C (1-[1-(2-toluoylmethyl)-2-oxo-5-(3-chloro-2,2-dimethylpropionyl)-8-methyl-1,3,4,5-tetrahydro-2H-1,5-benzodiazepin-3-yl]-3-(3-ethoxycarbonylphenyl)urea). Yield: 82.7%. As a reaction SMILES: [C:1]1([CH3:38])[C:2]([C:7]([CH2:9][N:10]2[C:16]3[CH:17]=[C:18]([CH3:21])[CH:19]=[CH:20][C:15]=3[NH:14][CH2:13][CH:12]([NH:22][C:23]([NH:25][C:26]3[CH:31]=[CH:30][CH:29]=[C:28]([C:32]([O:34][CH2:35][CH3:36])=[O:33])[CH:27]=3)=[O:24])[C:11]2=[O:37])=[O:8])=[CH:3][CH:4]=[CH:5][CH:6]=1.[Cl:39][CH2:40][C:41]([CH3:46])([CH3:45])[C:42](Cl)=[O:43].N1C=CC=CC=1>ClCCCl>[C:1]1([CH3:38])[C:2]([C:7]([CH2:9][N:10]2[C:16]3[CH:17]=[C:18]([CH3:21])[CH:19]=[CH:20][C:15]=3[N:14]([C:42](=[O:43])[C:41]([CH3:46])([CH3:45])[CH2:40][Cl:39])[CH2:13][CH:12]([NH:22][C:23]([NH:25][C:26]3[CH:31]=[CH:30][CH:29]=[C:28]([C:32]([O:34][CH2:35][CH3:36])=[O:33])[CH:27]=3)=[O:24])[C:11]2=[O:37])=[O:8])=[CH:3][CH:4]=[CH:5][CH:6]=1. Procedure details: 1-[1-(2-Toluoylmethyl)-2-oxo-8-methyl-1,3,4,5-tetrahydro-2H-1,5-benzodiazepin-3-yl]-3-(3-ethoxycarbonylphenyl)urea (500 mg) obtained from Step 1 of Example 93 was suspended in 1,2-dichloroethane (10 ml), chloropivaloyl chloride (166 mg) and pyridine (86 μl) were added, and the mixture was refluxed for 2 hours 30 minutes. The reaction mixture was successively washed with water,1N hydrochloric acid, and saturated aqueous sodium bicarbonate, dried over anhydrous sodium sulfate. The solvent was evap...